This data is from the Open Reaction Database (ORD), a public repository of structured organic reaction records. The task is: describe an organic reaction: reactants, conditions, products, and yield Starting materials: CN(C)C(=[N+](C)C)ON1C2=C(C=CC=C2)N=N1.[B-](F)(F)(F)F (TBTU), BrC1=CC=CC(=N1)C(=O)O (6-bromo-pyridine-2-carboxylic acid), C(C)N (ethylamine), CCN(C(C)C)C(C)C (DIPEA). Run in C(C)(=O)OCC (ethyl acetate), O (Water), CN(C)C=O (DMF), C1CCOC1 (THF). Run at time 16 hour. Product: C(C)NC(=O)C1=NC(=CC=C1)Br (6-Bromo-pyridine-2-carboxylic acid ethylamide). The yield is 96.0%. Reaction SMILES: CN(C(O[N:9]1N=N[C:11]2C=CC=C[C:10]1=2)=[N+](C)C)C.[B-](F)(F)(F)F.[Br:23][C:24]1[N:29]=[C:28]([C:30]([OH:32])=O)[CH:27]=[CH:26][CH:25]=1.C(N)C.CCN(C(C)C)C(C)C>CN(C=O)C.C1COCC1.C(OCC)(=O)C.O>[CH2:10]([NH:9][C:30]([C:28]1[CH:27]=[CH:26][CH:25]=[C:24]([Br:23])[N:29]=1)=[O:32])[CH3:11] |f:0.1|. Reported procedure: TBTU (6.5 mmol) was added to a solution of 6-bromo-pyridine-2-carboxylic acid (5.0 mmol) in DMF (30 mL). A solution of ethylamine in THF (1.0 mol/L, 5.0 mL) and DIPEA (15.0 mmol) were added and the reaction mixture was stirred for 16 h. Water (100 mL) and ethyl acetate (100 mL) were added, the layers were separated, and the aqueous layer was extracted with ethyl acetate (2×100 mL). The combined organic layers were washed with brine (100 mL), dried over Na2SO4, and concentrated in vacuo to give 1... Starting materials: ClC=1C=CC2=C(C=C(O2)C(=O)N[C@H](C(=O)NCC(=O)O)CC2=NC=CC=C2)C1 ([[(2S)-2-[[(5-chloro-1-benzofuran-2-yl)carbonyl]amino]-3-(2-pyridyl)propanoyl]amino]acetic acid), C1(=CC=CC=C1)N1C[C@@H](NCC1)C ((S)-1-phenyl-3-methylpiperazine), ON1N=NC2=C1C=CC=C2 (1-hydroxy-benzotriazole), CN(CCCN=C=NCC)C (1-(3-dimethylaminopropyl)-3-ethylcarbodiimide). Solvent: CN(C=O)C (N,N-dimethylformamide), C(C)(=O)OCC (ethyl acetate). Reaction conditions: time 18 hour. Yields the product ClC=1C=CC2=C(C=C(O2)C(=O)N[C@H](C(=O)NCC(=O)N2[C@H](CN(CC2)C2=CC=CC=C2)C)CC2=NC=CC=C2)C1 (5-Chloro-N-[(1S)-2-[[2-((2S)-2-methyl-4-phenyl-1-piperazinyl)-2-oxoethyl]amino]-2-oxo-1-(2-pyridylmethyl)ethyl]-1-benzofuran-2-carboxamide). RXN SMILES: [Cl:1][C:2]1[CH:3]=[CH:4][C:5]2[O:9][C:8]([C:10]([NH:12][C@@H:13]([CH2:21][C:22]3[CH:27]=[CH:26][CH:25]=[CH:24][N:23]=3)[C:14]([NH:16][CH2:17][C:18]([OH:20])=O)=[O:15])=[O:11])=[CH:7][C:6]=2[CH:28]=1.[C:29]1([N:35]2[CH2:40][CH2:39][NH:38][C@@H:37]([CH3:41])[CH2:36]2)[CH:34]=[CH:33][CH:32]=[CH:31][CH:30]=1.ON1C2C=CC=CC=2N=N1.CN(C)CCCN=C=NCC>CN(C)C=O.C(OCC)(=O)C>[Cl:1][C:2]1[CH:3]=[CH:4][C:5]2[O:9][C:8]([C:10]([NH:12][C@@H:13]([CH2:21][C:22]3[CH:27]=[CH:26][CH:25]=[CH:24][N:23]=3)[C:14]([NH:16][CH2:17][C:18]([N:38]3[CH2:39][CH2:40][N:35]([C:29]4[CH:34]=[CH:33][CH:32]=[CH:31][CH:30]=4)[CH2:36][C@@H:37]3[CH3:41])=[O:20])=[O:15])=[O:11])=[CH:7][C:6]=2[CH:28]=1. Procedure: A mixture of [[(2S)-2-[[(5-chloro-1-benzofuran-2-yl)carbonyl]amino]-3-(2-pyridyl)propanoyl]amino]acetic acid (150 mg), (S)-1-phenyl-3-methylpiperazine (79 mg), 1-hydroxy-benzotriazole (55 mg) and 1-(3-dimethylaminopropyl)-3-ethylcarbodiimide (79 mg) in N,N-dimethylformamide (3 ml) was stirred at room temperature for 18 hours. The reaction mixture was diluted with ethyl acetate (15 ml), and washed successively with saturated aqueous sodium hydrogencarbonate solution, water, and brine. The organic...